Dataset: the Open Reaction Database (ORD), a public repository of structured organic reaction records. Task: describe an organic reaction: reactants, conditions, products, and yield The reactants are COc1cc(Br)c2ccn(S(=O)(=O)c3ccccc3)c2c1, C=C[Sn](CCCC)(CCCC)CCCC, Cc1ccccc1. Yields the product C=Cc1cc(OC)cc2c1ccn2S(=O)(=O)c1ccccc1. As a reaction SMILES: [Br:1][c:2]1[c:3]2[cH:4][cH:5][n:6]([S:13](=[O:14])(=[O:15])[c:16]3[cH:17][cH:18][cH:19][cH:20][cH:21]3)[c:7]2[cH:8][c:9]([O:11][CH3:12])[cH:10]1.[CH2:22]([CH2:23][CH2:35][CH3:36])[Sn:24]([CH2:25][CH2:26][CH2:27][CH3:28])([CH2:29][CH2:30][CH2:31][CH3:32])[CH:33]=[CH2:34].[CH3:37][c:38]1[cH:39][cH:40][cH:41][cH:42][cH:43]1>>[c:2]1([CH:22]=[CH2:23])[c:3]2[cH:4][cH:5][n:6]([S:13](=[O:14])(=[O:15])[c:16]3[cH:17][cH:18][cH:19][cH:20][cH:21]3)[c:7]2[cH:8][c:9]([O:11][CH3:12])[cH:10]1. The reactants are CC1=C(OC2=C1C=CC=C2)C(=O)O (3-methylbenzofuran-2-carboxylic acid), COC([C@H](N)CC(C)C)=O (D-leucine methyl ester). As a reaction SMILES: [CH3:1][C:2]1[C:6]2[CH:7]=[CH:8][CH:9]=[CH:10][C:5]=2[O:4][C:3]=1[C:11]([OH:13])=O.[CH3:14][O:15][C:16](=[O:23])[C@@H:17]([CH2:19][CH:20]([CH3:22])[CH3:21])[NH2:18]>>[CH3:21][CH:20]([CH3:22])[CH2:19][C@@H:17]([NH:18][C:11]([C:3]1[O:4][C:5]2[CH:10]=[CH:9][CH:8]=[CH:7][C:6]=2[C:2]=1[CH3:1])=[O:13])[C:16]([O:15][CH3:14])=[O:23]. Procedure details: Prepared in a similar manner to example 4 using 3-methylbenzofuran-2-carboxylic acid and D-leucine methyl ester. MS (M+H, 304). Yields the product CC(C[C@H](C(=O)OC)NC(=O)C=1OC2=C(C1C)C=CC=C2)C ((R)-methyl 4-methyl-2-(3-methylbenzofuran-2-carboxamido)pentanoate). Reactants: N#Cc1ccc(F)c2ccccc12, CCN1Cc2cc(C)sc2C(O)C1. Product: CCN1Cc2cc(C)sc2C(Oc2ccc(C#N)c3ccccc23)C1. RXN SMILES: [C:14](#[N:15])[c:16]1[cH:17][cH:18][c:19]([F:26])[c:20]2[cH:21][cH:22][cH:23][cH:24][c:25]12.[CH2:1]([CH3:2])[N:3]1[CH2:4][c:5]2[c:6]([s:10][c:11]([CH3:13])[cH:12]2)[CH:7]([OH:9])[CH2:8]1>>[CH2:1]([CH3:2])[N:3]1[CH2:4][c:5]2[c:6]([s:10][c:11]([CH3:13])[cH:12]2)[CH:7]([O:9][c:19]2[cH:18][cH:17][c:16]([C:14]#[N:15])[c:25]3[c:20]2[cH:21][cH:22][cH:23][cH:24]3)[CH2:8]1. Reactants: C(C)N1N=C(C=C1NC(C(F)(F)F)=O)CC(N1CCCC1)=O (N-{1-ethyl-3-[2-oxo-2-(1-pyrrolidinyl)ethyl]-1H-pyrazol-5-yl}-2,2,2-trifluoroacetamide), Cl (HCl). Run in CO (methanol). Conditions: temperature 50 celsius, time 2 hour. Yields the product C(C)N1N=C(C=C1N)CC(N1CCCC1)=O (1-ethyl-3-[2-oxo-2-(1-pyrrolidinyl)ethyl]-1H-pyrazol-5-amine). RXN SMILES: [CH2:1]([N:3]1[C:7]([NH:8]C(=O)C(F)(F)F)=[CH:6][C:5]([CH2:15][C:16](=[O:22])[N:17]2[CH2:21][CH2:20][CH2:19][CH2:18]2)=[N:4]1)[CH3:2].Cl>CO>[CH2:1]([N:3]1[C:7]([NH2:8])=[CH:6][C:5]([CH2:15][C:16](=[O:22])[N:17]2[CH2:18][CH2:19][CH2:20][CH2:21]2)=[N:4]1)[CH3:2]. Procedure details: To a solution of N-{1-ethyl-3-[2-oxo-2-(1-pyrrolidinyl)ethyl]-1H-pyrazol-5-yl}-2,2,2-trifluoroacetamide (120 mg, 0.377 mmol) in methanol (1.5 mL) was added 2M HCl (1 mL, 0.377 mmol), and the reaction mixture was stirred at 50° C. for 2 h and concentrated. The residue was neutralized using saturated NaHCO3 solution and concentrated. The residue was dried under high vacuum to give 79 mg and used for next reaction without further purification. MS: (M+H)+=222.8. 1H NMR (400 MHz, DMSO-d6) ppm 1.18 (t... The reactants are NC1=NC(=C(N=C1C=O)Cl)Cl (2-amino-5,6-dichloro-3-formylpyrazine), C(C=C)[Mg]Cl (2-propenyl magnesium chloride), [Cl-].[NH4+] (ammonium chloride). Solvent: O1CCCC1 (tetrahydrofuran), CCOCC (ether), CCOCC (ether). Reaction conditions: time 15 minute. Yields the product NC1=NC(=C(N=C1C(CC=C)O)Cl)Cl (2-Amino-5,6-dichloro-3-(1-hydroxy-3-butenyl)pyrazine). RXN SMILES: [NH2:1][C:2]1[C:7]([CH:8]=[O:9])=[N:6][C:5]([Cl:10])=[C:4]([Cl:11])[N:3]=1.[CH2:12]([Mg]Cl)[CH:13]=[CH2:14].[Cl-].[NH4+]>O1CCCC1.CCOCC>[NH2:1][C:2]1[C:7]([CH:8]([OH:9])[CH2:14][CH:13]=[CH2:12])=[N:6][C:5]([Cl:10])=[C:4]([Cl:11])[N:3]=1 |f:2.3|. Reported procedure: In 4 ml of tetrahydrofuran and 4 ml of ether there was dissolved 288 mg (1.5 mMol) of 2-amino-5,6-dichloro-3-formylpyrazine prepared as in Example 1, Step B, after which the reaction mixture was cooled in a dry-ice/acetone bath, followed by addition of 2-propenyl magnesium chloride (1.5 ml). The reaction mixture was stirred for 15 minutes, an ammonium chloride solution was then added, followed by stirring for 15 minutes at room temperature, after which ether was added. The resulting aqueous laye... The reactants are CCOC(=O)c1ncc2c(c1O)c(Br)c(Br)n2Cc1ccc(OC)cc1, CC#N, O=C1CCC(=O)N1Br. The product is CCOC(=O)c1nc(Br)c2c(c1O)c(Br)c(Br)n2Cc1ccc(OC)cc1. Reaction SMILES: [CH2:1]([CH3:2])[O:3][C:4](=[O:5])[c:6]1[c:7]([OH:26])[c:8]2[c:9]([cH:10][n:11]1)[n:12]([CH2:17][c:18]1[cH:19][cH:20][c:21]([O:24][CH3:25])[cH:22][cH:23]1)[c:13]([Br:16])[c:14]2[Br:15].[CH3:35][C:36]#[N:37].[O:27]=[C:28]1[N:29]([Br:34])[C:30](=[O:31])[CH2:32][CH2:33]1>>[CH2:1]([CH3:2])[O:3][C:4](=[O:5])[c:6]1[c:7]([OH:26])[c:8]2[c:9]([c:10]([Br:34])[n:11]1)[n:12]([CH2:17][c:18]1[cH:19][cH:20][c:21]([O:24][CH3:25])[cH:22][cH:23]1)[c:13]([Br:16])[c:14]2[Br:15]. Reactants: C(C)[Mg]Br (ethylmagnesium bromide), C(CC)C1=CC=C(C=C1)C#C (4-propylphenylacetylene), C(C)OC1=NC=C(C=C1)Br (2-ethoxy-5-bromopyridine), NiCl2 (Ph3P)2. Run in CCOCC (ether), CCOCC (ether). Run at time 4 hour. The product is C(CC)C1=CC=C(C=C1)C#CC=1C=CC(=NC1)OCC (1-(4-propylphenyl)-2-(2-ethoxy-pyridine-5-yl)-acetylene). RXN SMILES: C([Mg]Br)C.[CH2:5]([C:8]1[CH:13]=[CH:12][C:11]([C:14]#[CH:15])=[CH:10][CH:9]=1)[CH2:6][CH3:7].[CH2:16]([O:18][C:19]1[CH:24]=[CH:23][C:22](Br)=[CH:21][N:20]=1)[CH3:17]>CCOCC>[CH2:5]([C:8]1[CH:9]=[CH:10][C:11]([C:14]#[C:15][C:22]2[CH:23]=[CH:24][C:19]([O:18][CH2:16][CH3:17])=[N:20][CH:21]=2)=[CH:12][CH:13]=1)[CH2:6][CH3:7]. Procedure details: 0.05 m of ethylmagnesium bromide in ether are added to a mixture of 0.05 m of 4-propylphenylacetylene at 0°-10°. The mixture is stirred for 4 hours at room temperature and then a solution of 0.05 m of 2-ethoxy-5-bromopyridine and 0.5 g of NiCl2 (Ph3P)2 in ether is added. After stirring for 6 hours at room temperature and customary work-up 1-(4-propylphenyl)-2-(2-ethoxy-pyridine-5-yl)-acetylene is obtained.